This data is from the Open Reaction Database (ORD), a public repository of structured organic reaction records. The task is: describe an organic reaction: reactants, conditions, products, and yield Starting materials: OC(C)(C)C1CN(CC1)C(=O)OC(C)(C)C (tert-butyl 3-(2-hydroxypropan-2-yl)pyrrolidine-1-carboxylate), Cl (HCl), O1CCOCC1 (dioxane). Run in C(Cl)Cl (DCM), CCOC(=O)C (EtOAc). Conditions: time 8 hour. The product is Cl.N1CC(CC1)C(C)(C)O (2-(pyrrolidin-3-yl)propan-2-ol hydrochloride). Isolated yield 102.0%. As a reaction SMILES: [OH:1][C:2]([CH:5]1[CH2:9][CH2:8][N:7](C(OC(C)(C)C)=O)[CH2:6]1)([CH3:4])[CH3:3].[ClH:17].O1CCOCC1>C(Cl)Cl.CCOC(C)=O>[ClH:17].[NH:7]1[CH2:8][CH2:9][CH:5]([C:2]([OH:1])([CH3:4])[CH3:3])[CH2:6]1 |f:5.6|. Reported procedure: To a solution of tert-butyl 3-(2-hydroxypropan-2-yl)pyrrolidine-1-carboxylate (0.69 g, 3.01 mmol) in DCM (15 mL) and EtOAc (5 mL) was added 4 M HCl in dioxane (3.01 mL, 12.04 mmol). The reaction was stirred overnight at RT and then concentrated to generate 2-(pyrrolidin-3-yl)propan-2-ol hydrochloride as a yellow oil (0.51 g, 102% yield). Reactants: O(C1=CC=CC=C1)C1=C(C(=O)NN)C=CC=N1 (2-phenoxy-nicotinic acid hydrazide), FC(C=1C=C(C(=O)Cl)C=CC1)(F)F (3-trifluoromethyl-benzoyl chloride). Solvent: N1=CC=CC=C1 (pyridine). Yields the product O(C1=CC=CC=C1)C1=NC=CC=C1C(=O)NNC(C1=CC(=CC=C1)C(F)(F)F)=O (N′-(2-phenoxypyridine-3-carbonyl)-3-(trifluoromethyl)benzhydrazide). Reaction SMILES: [O:1]([C:8]1[N:17]=[CH:16][CH:15]=[CH:14][C:9]=1[C:10]([NH:12][NH2:13])=[O:11])[C:2]1[CH:7]=[CH:6][CH:5]=[CH:4][CH:3]=1.[F:18][C:19]([F:30])([F:29])[C:20]1[CH:21]=[C:22]([CH:26]=[CH:27][CH:28]=1)[C:23](Cl)=[O:24]>N1C=CC=CC=1>[O:1]([C:8]1[C:9]([C:10]([NH:12][NH:13][C:23](=[O:24])[C:22]2[CH:26]=[CH:27][CH:28]=[C:20]([C:19]([F:18])([F:29])[F:30])[CH:21]=2)=[O:11])=[CH:14][CH:15]=[CH:16][N:17]=1)[C:2]1[CH:3]=[CH:4][CH:5]=[CH:6][CH:7]=1. Procedure details: Alternatively, as shown in scheme 2, reaction of 2-phenoxy-nicotinic acid hydrazide with 3-trifluoromethyl-benzoyl chloride in the presence of a base such as pyridine produced N′-(2-phenoxypyridine-3-carbonyl)-3-(trifluoromethyl)benzhydrazide as the product. Reactants: C1(CC1)C=1C=C(C(=NC1)N1CCN(CC1)C(=O)C1=CC=C(C=N1)N1C(NCC1)=O)C (1-{6-[4-(5-cyclopropyl-3-methylpyridin-2-yl)piperazine-1-carbonyl]pyridin-3-yl}imidazolidin-2-one), CI (methyl iodide). The product is C1(CC1)C=1C=C(C(=NC1)N1CCN(CC1)C(=O)C1=CC=C(C=N1)N1C(N(CC1)C)=O)C (1-{6-[4-(5-cyclopropyl-3-methylpyridin-2-yl)piperazine-1-carbonyl]pyridin-3-yl}-3-methylimidazolidin-2-one). RXN SMILES: [CH:1]1([C:4]2[CH:5]=[C:6]([CH3:30])[C:7]([N:10]3[CH2:15][CH2:14][N:13]([C:16]([C:18]4[N:23]=[CH:22][C:21]([N:24]5[CH2:28][CH2:27][NH:26][C:25]5=[O:29])=[CH:20][CH:19]=4)=[O:17])[CH2:12][CH2:11]3)=[N:8][CH:9]=2)[CH2:3][CH2:2]1.[CH3:31]I>>[CH:1]1([C:4]2[CH:5]=[C:6]([CH3:30])[C:7]([N:10]3[CH2:11][CH2:12][N:13]([C:16]([C:18]4[N:23]=[CH:22][C:21]([N:24]5[CH2:28][CH2:27][N:26]([CH3:31])[C:25]5=[O:29])=[CH:20][CH:19]=4)=[O:17])[CH2:14][CH2:15]3)=[N:8][CH:9]=2)[CH2:2][CH2:3]1. Procedure: Using 1-{6-[4-(5-cyclopropyl-3-methylpyridin-2-yl)piperazine-1-carbonyl]pyridin-3-yl}imidazolidin-2-one (280 mg) described in Example 393 and methyl iodide (51 μL) and by the reaction and treatment in the same manner as in Example 36, the title compound (211 mg) was obtained. Starting materials: N(=O)[O-].[Na+] (NaNO2), NC1=CC2=C(C(=NO2)CCC2CCN(CC2)CC2=CC=CC=C2)C=C1 (6-amino-3-[2-[1-(phenylmethyl)-4-piperidinyl]ethyl]-1,2-benzisoxazole), C(#N)[Cu] (CuCN), C(=O)([O-])[O-].[Na+].[Na+] (Na2CO3). The solvent is O (H2O), Cl (HCl), C1(=CC=CC=C1)C (toluene). Reaction conditions: temperature 50 celsius, time 30 minute. Product: C(#N)C1=CC2=C(C(=NO2)CCC2CCN(CC2)CC2=CC=CC=C2)C=C1 (6-Cyano-3-[2-[1-(phenylmethyl)-4-piperidyl]ethyl]-1,2-benzisoxazole). The yield is 43.0%. As a reaction SMILES: N([O-])=O.[Na+].N[C:6]1[CH:29]=[CH:28][C:9]2[C:10]([CH2:13][CH2:14][CH:15]3[CH2:20][CH2:19][N:18]([CH2:21][C:22]4[CH:27]=[CH:26][CH:25]=[CH:24][CH:23]=4)[CH2:17][CH2:16]3)=[N:11][O:12][C:8]=2[CH:7]=1.C([O-])([O-])=O.[Na+].[Na+].[C:36]([Cu])#[N:37]>O.Cl.C1(C)C=CC=CC=1>[C:36]([C:6]1[CH:29]=[CH:28][C:9]2[C:10]([CH2:13][CH2:14][CH:15]3[CH2:20][CH2:19][N:18]([CH2:21][C:22]4[CH:27]=[CH:26][CH:25]=[CH:24][CH:23]=4)[CH2:17][CH2:16]3)=[N:11][O:12][C:8]=2[CH:7]=1)#[N:37] |f:0.1,3.4.5|. Procedure: A solution of NaNO2 (0.112 g, 1.62 mmol) in H2O (4 mL) was added to a solution of 6-amino-3-[2-[1-(phenylmethyl)-4-piperidinyl]ethyl]-1,2-benzisoxazole (0.534 g, 1.59 mmol) in 28% HCl (20 mL) kept at 0° C. The resulting mixture was neutralized to pH 7 by cautious addition of solid Na2CO3. The neutral mixture was added in portions to a well-stirred mixture of toluene (75 mL), ice, and a freshly prepared solution of CuCN (Organic Synthesis, Coll. Vol. I, p. 514; CuSO4 :0.318 g, 1.99 mmol). The mix...